describe an organic reaction: reactants, conditions, products, and yield From a dataset of the Open Reaction Database (ORD), a public repository of structured organic reaction records. Reactants: ClC1=NC=CC(=N1)C1=C(N=C2N1C=CC=C2)C=2C=CC(=C(C(=O)NC1=C(C=CC=C1F)F)C2)OCC (5-[3-(2-chloro-4-pyrimidinyl)imidazo[1,2-a]pyridin-2-yl]-N-(2,6-difluorophenyl)-2-(ethyloxy)benzamide), C[O-].[Na+] (sodium methoxide), C(C)OC1=C(N)C=CC(=C1)N1CCN(CC1)CCC (2-(ethyloxy)-4-(4-propyl-1-piperazinyl)aniline), C1(=CC=C(C=C1)S(=O)(=O)O)C (p-toluenesulfonic acid). The solvent is CC(C)O (iPrOH). Conditions: temperature 130 celsius. Product: FC1=C(C(=CC=C1)F)NC(C1=C(C=CC(=C1)C=1N=C2N(C=CC=C2)C1C1=NC(=NC=C1)NC1=C(C=C(C=C1)N1CCN(CC1)CCC)OCC)OCC)=O (N-(2,6-difluorophenyl)-2-(ethyloxy)-5-[3-(2-{[2-(ethyloxy)-4-(4-propyl-1-piperazinyl)phenyl]amino}-4-pyrimidinyl)imidazo[1,2-a]pyridin-2-yl]benzamide). Yield: 50.6%. As a reaction SMILES: Cl[C:2]1[N:7]=[C:6]([C:8]2[N:12]3[CH:13]=[CH:14][CH:15]=[CH:16][C:11]3=[N:10][C:9]=2[C:17]2[CH:18]=[CH:19][C:20]([O:34][CH2:35][CH3:36])=[C:21]([CH:33]=2)[C:22]([NH:24][C:25]2[C:30]([F:31])=[CH:29][CH:28]=[CH:27][C:26]=2[F:32])=[O:23])[CH:5]=[CH:4][N:3]=1.[CH2:37]([O:39][C:40]1[CH:46]=[C:45]([N:47]2[CH2:52][CH2:51][N:50]([CH2:53][CH2:54][CH3:55])[CH2:49][CH2:48]2)[CH:44]=[CH:43][C:41]=1[NH2:42])[CH3:38].C1(C)C=CC(S(O)(=O)=O)=CC=1.C[O-].[Na+]>CC(O)C>[F:32][C:26]1[CH:27]=[CH:28][CH:29]=[C:30]([F:31])[C:25]=1[NH:24][C:22](=[O:23])[C:21]1[CH:33]=[C:17]([C:9]2[N:10]=[C:11]3[CH:16]=[CH:15][CH:14]=[CH:13][N:12]3[C:8]=2[C:6]2[CH:5]=[CH:4][N:3]=[C:2]([NH:42][C:41]3[CH:43]=[CH:44][C:45]([N:47]4[CH2:52][CH2:51][N:50]([CH2:53][CH2:54][CH3:55])[CH2:49][CH2:48]4)=[CH:46][C:40]=3[O:39][CH2:37][CH3:38])[N:7]=2)[CH:18]=[CH:19][C:20]=1[O:34][CH2:35][CH3:36] |f:3.4|. Procedure: 5-[3-(2-chloro-4-pyrimidinyl)imidazo[1,2-a]pyridin-2-yl]-N-(2,6-difluorophenyl)-2-(ethyloxy)benzamide (Intermediate Example 6) (100 mg, 0.2 mmol), 2-(ethyloxy)-4-(4-propyl-1-piperazinyl)aniline (Example 151, step B) (47 mg, 0.18 mmol), and p-toluenesulfonic acid (90 mg, 0.48 mmol) were weighed into a 20 mL vial. 7 mL of iPrOH was added and the mixture was heated to 130° C. for 72 h. The mixture was transferred to a 50 mL round bottom and neutralized with 3 mL of 0.5 N sodium methoxide 1 g of sil... The reactants are N#CC1(c2ccccc2)CCCC(=O)C1, OCCO, Cc1ccc(S(=O)(=O)[O-])cc1, c1ccccc1, c1cc[nH+]cc1. The product is N#CC1(c2ccccc2)CCCC2(C1)OCCO2. As a reaction SMILES: [O:1]=[C:2]1[CH2:3][C:4]([C:8]#[N:9])([c:10]2[cH:11][cH:12][cH:13][cH:14][cH:15]2)[CH2:5][CH2:6][CH2:7]1.[OH:16][CH2:17][CH2:18][OH:19].[c:20]1([CH3:21])[cH:22][cH:23][c:24]([S:25]([O-:26])(=[O:27])=[O:28])[cH:29][cH:30]1.[cH:37]1[cH:38][cH:39][cH:40][cH:41][cH:42]1.[nH+:31]1[cH:32][cH:33][cH:34][cH:35][cH:36]1>>[O:1]1[C:2]2([CH2:3][C:4]([C:8]#[N:9])([c:10]3[cH:11][cH:12][cH:13][cH:14][cH:15]3)[CH2:5][CH2:6][CH2:7]2)[O:16][CH2:17][CH2:18]1. Reactants: [N+](=O)([O-])C1=CC(=C(N)C=C1)C(F)(F)F (4-nitro-2-trifluoromethylaniline), [N+](=O)([O-])C1=C(C=C(N)C=C1)C(F)(F)F (4-nitro-3-trifluoromethylaniline). Product: FC(C1=C(C=CC=C1)[N+](=O)[O-])(F)F (2-trifluoromethylnitrobenzene). As a reaction SMILES: [N+](C1C=CC(N)=C(C(F)(F)F)C=1)([O-])=O.[N+:15]([C:18]1[CH:24]=[CH:23][C:21](N)=[CH:20][C:19]=1[C:25]([F:28])([F:27])[F:26])([O-:17])=[O:16]>>[F:26][C:25]([F:27])([F:28])[C:19]1[CH:20]=[CH:21][CH:23]=[CH:24][C:18]=1[N+:15]([O-:17])=[O:16]. Procedure: The precipitate was filtered and air-dried to give 3.5 g (85%) of the product which had a melting point of 85°-89° C. It consisted of 92-93% of the required 4-nitro-2-trifluoromethylaniline which was contaminated with 4-nitro-3-trifluoromethylaniline produced from the 2-trifluoromethylnitrobenzene which had contaminated the starting material. According to 1H-NMR (200 MHz) the product contained less than 1% of the disulphide. The reactants are C1CCOC1, C[Si](C)(C)[N-][Si](C)(C)C, CI, [Li+], O=C1c2ccccc2C(=O)N1C1c2ccccc2CC1O. The product is COC1Cc2ccccc2C1N1C(=O)c2ccccc2C1=O. As a reaction SMILES: [CH2:34]1[O:35][CH2:36][CH2:37][CH2:38]1.[CH3:22][Si:23]([CH3:24])([CH3:25])[N-:26][Si:27]([CH3:28])([CH3:29])[CH3:30].[CH3:32][I:33].[Li+:31].[OH:1][CH:2]1[CH:3]([N:11]2[C:12](=[O:21])[c:13]3[cH:14][cH:15][cH:16][cH:17][c:18]3[C:19]2=[O:20])[c:4]2[cH:5][cH:6][cH:7][cH:8][c:9]2[CH2:10]1>>[O:1]([CH:2]1[CH:3]([N:11]2[C:12](=[O:21])[c:13]3[cH:14][cH:15][cH:16][cH:17][c:18]3[C:19]2=[O:20])[c:4]2[cH:5][cH:6][cH:7][cH:8][c:9]2[CH2:10]1)[CH3:22]. The reactants are C(CCCCCCCCCCCCCCCCC)OC=1C=CC(=C(C(=O)Cl)C1)OCCCC1=CC=CC=C1 (5-(octadecyloxy)-2-(3-phenylpropoxy)benzoic acid chloride), N(CC(=O)OCC)CC(=O)OCC (diethyl iminodiacetate). The product is C(C)OC(CN(C(C1=C(C=CC(=C1)OCCCCCCCCCCCCCCCCCC)OCCCC1=CC=CC=C1)=O)CC(=O)OCC)=O (N-(2-ethoxy-2-oxoethyl)-N-[5-(octadecyloxy)-2-(3-phenylpropoxy)benzoyl]glycine ethyl ester). Isolated yield 92.0%. As a reaction SMILES: [CH2:1]([O:19][C:20]1[CH:21]=[CH:22][C:23]([O:29][CH2:30][CH2:31][CH2:32][C:33]2[CH:38]=[CH:37][CH:36]=[CH:35][CH:34]=2)=[C:24]([CH:28]=1)[C:25](Cl)=[O:26])[CH2:2][CH2:3][CH2:4][CH2:5][CH2:6][CH2:7][CH2:8][CH2:9][CH2:10][CH2:11][CH2:12][CH2:13][CH2:14][CH2:15][CH2:16][CH2:17][CH3:18].[NH:39]([CH2:46][C:47]([O:49][CH2:50][CH3:51])=[O:48])[CH2:40][C:41]([O:43][CH2:44][CH3:45])=[O:42]>>[CH2:44]([O:43][C:41](=[O:42])[CH2:40][N:39]([CH2:46][C:47]([O:49][CH2:50][CH3:51])=[O:48])[C:25](=[O:26])[C:24]1[CH:28]=[C:20]([O:19][CH2:1][CH2:2][CH2:3][CH2:4][CH2:5][CH2:6][CH2:7][CH2:8][CH2:9][CH2:10][CH2:11][CH2:12][CH2:13][CH2:14][CH2:15][CH2:16][CH2:17][CH3:18])[CH:21]=[CH:22][C:23]=1[O:29][CH2:30][CH2:31][CH2:32][C:33]1[CH:38]=[CH:37][CH:36]=[CH:35][CH:34]=1)[CH3:45]. Reported procedure: The reaction of 5-(octadecyloxy)-2-(3-phenylpropoxy)benzoic acid chloride with diethyl iminodiacetate under conditions described in Example 80 gave N-(2-ethoxy-2-oxoethyl)-N-[5-(octadecyloxy)-2-(3-phenylpropoxy)benzoyl]glycine ethyl ester (92% yield, mp 54°-55°). Starting materials: [Si](C)(C)(C(C)(C)C)OC[C@H](C)N1C=NC(=C1)C ((S)-1-(1-((tert-butyldimethylsilyl)oxy)propan-2-yl)-4-methyl-1H-imidazole), Cl (HCl). Solvent: C(Cl)Cl (DCM), CCOCC (ether). Run at time 8 hour. Product: CC=1N=CN(C1)[C@H](CO)C ((S)-2-(4-Methyl-1H-imidazol-1-yl)propan-1-ol). Yield: 90.6%. Reaction SMILES: [Si]([O:8][CH2:9][C@@H:10]([N:12]1[CH:16]=[C:15]([CH3:17])[N:14]=[CH:13]1)[CH3:11])(C(C)(C)C)(C)C.Cl>C(Cl)Cl.CCOCC>[CH3:17][C:15]1[N:14]=[CH:13][N:12]([C@@H:10]([CH3:11])[CH2:9][OH:8])[CH:16]=1. Procedure: To a solution (S)-1-(1-((tert-butyldimethylsilyl)oxy)propan-2-yl)-4-methyl-1H-imidazole (0.425 g, 1.67 mmol) in DCM (5 mL) was added 3M HCl in ether (10 mL) at room temperature. The resulting mixture was stirred at room temperature overnight. The mixture was concentrated under vacuum. The residue was dissolved in MeOH, and solid NaHCO3 was added. The mixture was stirred at room temperature for 1 h. The solid was filtered and washed with MeOH. The combined organic layers were concentrated to affo...